Dataset: the Open Reaction Database (ORD), a public repository of structured organic reaction records. Task: describe an organic reaction: reactants, conditions, products, and yield The reactants are COC(NC=1C=NC(=CC1C1=C(C=CC=C1)C)N1CCN(CC1)C)=O ([6-(4-methyl-piperazin-1-yl)-4-o-tolyl-pyridin-3-yl]-carbamic acid methyl ester), COCCO[AlH2-]OCCOC.[Na+] (Red-Al), C(C)(=O)OCC (ethyl acetate), [OH-].[Na+] (NaOH). The solvent is ClCCl (dichloromethane), C1(=CC=CC=C1)C (toluene), C1(=CC=CC=C1)C (toluene). Run at temperature 50 celsius, time 2 hour. Yields the product CNC=1C=NC(=CC1C1=C(C=CC=C1)C)N1CCN(CC1)C (methyl-[6-(4-methyl-piperazin-1-yl)-4-o-tolyl-pyridin-3-yl]-amine). Isolated yield 89.2%. RXN SMILES: CO[C:3](=O)[NH:4][C:5]1[CH:6]=[N:7][C:8]([N:18]2[CH2:23][CH2:22][N:21]([CH3:24])[CH2:20][CH2:19]2)=[CH:9][C:10]=1[C:11]1[CH:16]=[CH:15][CH:14]=[CH:13][C:12]=1[CH3:17].COCCO[AlH2-]OCCOC.[Na+].[OH-].[Na+].C(OCC)(=O)C>ClCCl.C1(C)C=CC=CC=1>[CH3:3][NH:4][C:5]1[CH:6]=[N:7][C:8]([N:18]2[CH2:23][CH2:22][N:21]([CH3:24])[CH2:20][CH2:19]2)=[CH:9][C:10]=1[C:11]1[CH:16]=[CH:15][CH:14]=[CH:13][C:12]=1[CH3:17] |f:1.2,3.4|. Procedure: A solution of 0.5 g (1.4 mMol) [6-(4-methyl-piperazin-1-yl)-4-o-tolyl-pyridin-3-yl]-carbamic acid methyl ester in 3.0 ml dichloromethane was added over 10 minutes to a solution of 1.98 ml (6.9 mMol ) Red-Al® (70% in toluene) and 2.5 ml toluene (exothermic, cool with a water bath to avoid temperature to go >50° C.). The reaction mixture was stirred 2 hours at 50° C., cooled to 0° C., and 4 ml aqueous NaOH 1N were carefully (exothermic) added over 15 minutes, followed by 20 ml ethyl acetate. The p...